From a dataset of the Open Reaction Database (ORD), a public repository of structured organic reaction records. describe an organic reaction: reactants, conditions, products, and yield The reactants are ClC=1C=C(C(=NC1)CN(C(C)(C1=NC=CC=C1)C)CC1=C(C=C(C#N)C=C1)CO)C (4-{[(5-chloro-3-methyl-pyridin-2-ylmethyl)-(1-methyl-1-pyridin-2-yl-ethyl)-amino]-methyl}-3-hydroxymethyl-benzonitrile), [Li+].[BH4-] (LiBH4), [OH-].[Na+] (NaOH), C(Cl)Cl (CH2Cl2). The solvent is C1CCOC1 (THF). Run at temperature 70 celsius, time 18 hour. Yields the product NCC=1C=CC(=C(C1)CO)CN(C(C)(C1=NC=CC=C1)C)CC1=NC=C(C=C1C)Cl ((5-aminomethyl-2-{[(5-chloro-3-methyl-pyridin-2-ylmethyl)-(1-methyl-1-pyridin-2-yl-ethyl)-amino]-methyl}-phenyl)-methanol). Isolated yield 45.7%. As a reaction SMILES: [Cl:1][C:2]1[CH:3]=[C:4]([CH3:30])[C:5]([CH2:8][N:9]([CH2:19][C:20]2[CH:27]=[CH:26][C:23]([C:24]#[N:25])=[CH:22][C:21]=2[CH2:28][OH:29])[C:10]([CH3:18])([C:12]2[CH:17]=[CH:16][CH:15]=[CH:14][N:13]=2)[CH3:11])=[N:6][CH:7]=1.[Li+].[BH4-].[OH-].[Na+].C(Cl)Cl>C1COCC1>[NH2:25][CH2:24][C:23]1[CH:26]=[CH:27][C:20]([CH2:19][N:9]([CH2:8][C:5]2[C:4]([CH3:30])=[CH:3][C:2]([Cl:1])=[CH:7][N:6]=2)[C:10]([CH3:18])([C:12]2[CH:17]=[CH:16][CH:15]=[CH:14][N:13]=2)[CH3:11])=[C:21]([CH2:28][OH:29])[CH:22]=1 |f:1.2,3.4|. Procedure details: To a solution of 4-{[(5-chloro-3-methyl-pyridin-2-ylmethyl)-(1-methyl-1-pyridin-2-yl-ethyl)-amino]-methyl}-3-hydroxymethyl-benzonitrile (0.5371 g, 1.2 mmol) in THF (12 mL) at 0° C. was added LiBH4 (0.2086 g, 9.6 mmol), then heated to 70° C. and stirred for 18 hours. 1N NaOH (25 mL) and CH2Cl2 (50 mL) were added and stirred for 10 minutes. The phases were separated and the aqueous phase was extracted with CH2Cl2 (3×50 mL). The combined organic extracts were dried (Na2SO4), filtered, and concentra... The reactants are CCOC(C)=O, CCO, Cc1cc2cc(O)ccc2c(Oc2ccc(C=CC(=O)O)cc2)c1-c1cccc(O)c1. Product: Cc1cc2cc(O)ccc2c(Oc2ccc(CCC(=O)O)cc2)c1-c1cccc(O)c1. RXN SMILES: [CH3:32][CH2:33][O:34][C:35]([CH3:36])=[O:37].[CH3:38][CH2:39][OH:40].[OH:1][c:2]1[cH:3][c:4]2[cH:5][c:6]([CH3:31])[c:7](-[c:24]3[cH:25][c:26]([OH:30])[cH:27][cH:28][cH:29]3)[c:8]([O:12][c:13]3[cH:14][cH:15][c:16]([CH:19]=[CH:20][C:21](=[O:22])[OH:23])[cH:17][cH:18]3)[c:9]2[cH:10][cH:11]1>>[OH:1][c:2]1[cH:3][c:4]2[cH:5][c:6]([CH3:31])[c:7](-[c:24]3[cH:25][c:26]([OH:30])[cH:27][cH:28][cH:29]3)[c:8]([O:12][c:13]3[cH:14][cH:15][c:16]([CH2:19][CH2:20][C:21](=[O:22])[OH:23])[cH:17][cH:18]3)[c:9]2[cH:10][cH:11]1.